Dataset: the Open Reaction Database (ORD), a public repository of structured organic reaction records. Task: describe an organic reaction: reactants, conditions, products, and yield Starting materials: O (water), C(CCC)OCCOC1=CC=C(C=C1)C=1C=CC2=C(C=C(CCN2)C(=O)OC)C1 (methyl 7-(4-butoxyethoxyphenyl)-2,3-dihydro-1-benzazepine-4-carboxylate), C(CC)OC=1C=C(C=O)C=CC1 (3-propoxybenzaldehyde), C(C)(=O)O[BH-](OC(C)=O)OC(C)=O.[Na+] (sodium triacetoxyborohydride). The solvent is ClCCCl (1,2-dichloroethane). Run at time 5 day. Yields the product C(CCC)OCCOC1=CC=C(C=C1)C=1C=CC2=C(C=C(CCN2CC2=CC(=CC=C2)OCCC)C(=O)OC)C1 (methyl 7-(4-butoxyethoxyphenyl)-1-(3-propoxybenzyl)-2,3-dihydro-1-benzazepine-4-carboxylate). Yield: 99.9%. Reaction SMILES: [CH2:1]([O:5][CH2:6][CH2:7][O:8][C:9]1[CH:14]=[CH:13][C:12]([C:15]2[CH:16]=[CH:17][C:18]3[NH:24][CH2:23][CH2:22][C:21]([C:25]([O:27][CH3:28])=[O:26])=[CH:20][C:19]=3[CH:29]=2)=[CH:11][CH:10]=1)[CH2:2][CH2:3][CH3:4].[CH2:30]([O:33][C:34]1[CH:35]=[C:36]([CH:39]=[CH:40][CH:41]=1)[CH:37]=O)[CH2:31][CH3:32].C(O[BH-](OC(=O)C)OC(=O)C)(=O)C.[Na+].O>ClCCCl>[CH2:1]([O:5][CH2:6][CH2:7][O:8][C:9]1[CH:10]=[CH:11][C:12]([C:15]2[CH:16]=[CH:17][C:18]3[N:24]([CH2:37][C:36]4[CH:39]=[CH:40][CH:41]=[C:34]([O:33][CH2:30][CH2:31][CH3:32])[CH:35]=4)[CH2:23][CH2:22][C:21]([C:25]([O:27][CH3:28])=[O:26])=[CH:20][C:19]=3[CH:29]=2)=[CH:13][CH:14]=1)[CH2:2][CH2:3][CH3:4] |f:2.3|. Procedure: To a solution of methyl 7-(4-butoxyethoxyphenyl)-2,3-dihydro-1-benzazepine-4-carboxylate (300 mg) and 3-propoxybenzaldehyde (623 mg) in 1,2-dichloroethane (10 ml) was added sodium triacetoxyborohydride (804 mg), and the mixture was stirred under nitrogen atmosphere at room temperature for 5 days. Then, water was added to the mixture, and the mixture was extracted with ethyl acetate. The organic layer was washed with saturated brine and dried with magnesium sulfate. The solvent was evaporated und... Product: COc1nc2ccc(Br)cc2cc1C#N. Starting materials: N#Cc1cc2cc(Br)ccc2nc1Cl, C[O-], CO, [Na+]. RXN SMILES: [Br:1][c:2]1[cH:3][c:4]2[cH:5][c:6]([C:13]#[N:14])[c:7]([Cl:12])[n:8][c:9]2[cH:10][cH:11]1.[CH3:15][O-:16].[CH3:18][OH:19].[Na+:17]>>[Br:1][c:2]1[cH:3][c:4]2[cH:5][c:6]([C:13]#[N:14])[c:7]([O:16][CH3:15])[n:8][c:9]2[cH:10][cH:11]1. Starting materials: CCOC(=O)C1(NC(=O)c2cccc3c2CN(C(=O)OC(C)(C)C)CC3)Cc2ccccc2C1, CCO, [K+], [OH-], O. The product is CC(C)(C)OC(=O)N1CCc2cccc(C(=O)NC3(C(=O)O)Cc4ccccc4C3)c2C1. As a reaction SMILES: [C:1]([CH3:2])([CH3:3])([CH3:4])[O:5][C:6](=[O:7])[N:8]1[CH2:9][c:10]2[c:11]([C:18]([NH:19][C:20]3([C:29](=[O:30])[O:31][CH2:32][CH3:33])[CH2:21][c:22]4[cH:23][cH:24][cH:25][cH:26][c:27]4[CH2:28]3)=[O:34])[cH:12][cH:13][cH:14][c:15]2[CH2:16][CH2:17]1.[CH3:38][CH2:39][OH:40].[K+:36].[OH-:35].[OH2:37]>>[C:1]([CH3:2])([CH3:3])([CH3:4])[O:5][C:6](=[O:7])[N:8]1[CH2:9][c:10]2[c:11]([C:18]([NH:19][C:20]3([C:29](=[O:30])[OH:31])[CH2:21][c:22]4[cH:23][cH:24][cH:25][cH:26][c:27]4[CH2:28]3)=[O:34])[cH:12][cH:13][cH:14][c:15]2[CH2:16][CH2:17]1. The reactants are BrC1=NC=C(C=C1)Br (2,5-dibromopyridine), C(CCC)[Li] (n-butyllithium), [NH4+].[Cl-] (NH4Cl), C(C=C)[Si](C)(C)Cl (allylchlorodimethylsilane). Solvent: C1CCOC1 (THF). Conditions: time 1 hour. The product is C(C=C)C=1C=C(C(=NC1)Br)[SiH](C)C (5-Allyldimethylsilyl-2-bromopyridine). Yield: 63.1%. As a reaction SMILES: [Br:1][C:2]1[CH:7]=[CH:6][C:5](Br)=[CH:4][N:3]=1.[CH2:9]([Li])[CH2:10][CH2:11]C.[CH2:14]([Si:17](Cl)(C)[CH3:18])C=C.[NH4+].[Cl-]>C1COCC1>[CH2:9]([C:5]1[CH:6]=[C:7]([SiH:17]([CH3:18])[CH3:14])[C:2]([Br:1])=[N:3][CH:4]=1)[CH:10]=[CH2:11] |f:3.4|. Reported procedure: To a solution of 2,5-dibromopyridine (18.6 g, 78.5 mmol) in dry THF (700 mL) at −78° C. was added n-butyllithium (31.4 mL, 2.5 M solution in hexanes, 78.5 mmol). After being stirred for 1 h −78° C., allylchlorodimethylsilane (11 g, 78.5 mmol) was added dropwise over a period of 20 min. The reaction mixture was stirred further for 1 h and warmed to room temperature. Concentrated NH4Cl (5 mL) was added to the solution, and the reaction mixture was concentrated. The resulting yellow oil was concent...